Task: describe an organic reaction: reactants, conditions, products, and yield. Dataset: the Open Reaction Database (ORD), a public repository of structured organic reaction records The reactants are O=Cc1cccc(OCc2ccccc2)c1, CN([SiH](C)C)[Si](C)(C)C, [Li], C1CCOC1, O=C(C#Cc1cccc(OCc2ccccc2)c1)c1ccccc1. The product is O=C(C#Cc1cccc(OCc2ccccc2)c1)c1cccc(OCc2ccccc2)c1. RXN SMILES: [CH2:35]([c:36]1[cH:37][cH:38][cH:39][cH:40][cH:41]1)[O:42][c:43]1[cH:44][c:45]([CH:49]=[O:50])[cH:46][cH:47][cH:48]1.[CH3:1][SiH:2]([CH3:3])[N:4]([CH3:5])[Si:6]([CH3:7])([CH3:8])[CH3:9].[Li:10].[O:51]1[CH2:52][CH2:53][CH2:54][CH2:55]1.[c:11]1([C:17]([C:18]#[C:19][c:20]2[cH:21][c:22]([O:26][CH2:27][c:28]3[cH:29][cH:30][cH:31][cH:32][cH:33]3)[cH:23][cH:24][cH:25]2)=[O:34])[cH:12][cH:13][cH:14][cH:15][cH:16]1>>[c:11]1([C:17]([C:18]#[C:19][c:20]2[cH:21][c:22]([O:26][CH2:27][c:28]3[cH:29][cH:30][cH:31][cH:32][cH:33]3)[cH:23][cH:24][cH:25]2)=[O:34])[cH:12][c:13]([O:42][CH2:35][c:36]2[cH:37][cH:38][cH:39][cH:40][cH:41]2)[cH:14][cH:15][cH:16]1. The reactants are ClC(C(=O)Cl)CC (2-chloro-butyryl chloride), NC1=C(C(=O)O)C=CC=C1C(F)(F)F (2-amino-3-trifluoromethyl-benzoic acid). Solvent: C1(=CC=CC=C1)C (toluene). Conditions: time 1 hour. Product: ClC(CC)C1=NC2=C(C(O1)=O)C=CC=C2C(F)(F)F (2-(1-chloropropyl)-8-trifluoromethyl-4H-3,1-benzoxazine-4-one). The yield is 97.2%. As a reaction SMILES: [Cl:1][CH:2]([CH2:6][CH3:7])[C:3](Cl)=[O:4].[NH2:8][C:9]1[C:17]([C:18]([F:21])([F:20])[F:19])=[CH:16][CH:15]=[CH:14][C:10]=1[C:11](O)=[O:12]>C1(C)C=CC=CC=1>[Cl:1][CH:2]([C:3]1[O:4][C:11](=[O:12])[C:10]2[CH:14]=[CH:15][CH:16]=[C:17]([C:18]([F:19])([F:20])[F:21])[C:9]=2[N:8]=1)[CH2:6][CH3:7]. Procedure: A suspension of 20.3 g of 2-chloro-butyryl chloride and 12.3 g of 2-amino-3-trifluoromethyl-benzoic acid in toluene was refluxed under reduced pressure for one hour and was then evaporated to dryness under reduced pressure. The oil residue was added to 100 ml of iced water and the mixture was stirred for one hour and was vacuum filtered. The product was washed with water and dried under reduced pressure at 50° C. to obtain 17 g of 2-(1-chloropropyl)-8-trifluoromethyl-4H-3,1-benzoxazine-4-one mel... Reactants: ClC=1N=C(C=2C(N1)=CSC2)NC(C)C (2-chloro-4-isopropylamino-thieno[3,4-d]pyrimidine), CC[O-].[Na+] (sodium ethylate). Run in C(C)O (ethyl alcohol). Yields the product C(C)OC=1N=C(C=2C(N1)=CSC2)NC(C)C (2-ethoxy-4-isopropylamino-thieno[3,4-d]pyrimidine). Isolated yield 67.4%. RXN SMILES: Cl[C:2]1[N:3]=[C:4]([NH:11][CH:12]([CH3:14])[CH3:13])[C:5]2[C:6](=[CH:8][S:9][CH:10]=2)[N:7]=1.[CH3:15][CH2:16][O-:17].[Na+]>C(O)C>[CH2:16]([O:17][C:2]1[N:3]=[C:4]([NH:11][CH:12]([CH3:14])[CH3:13])[C:5]2[C:6](=[CH:8][S:9][CH:10]=2)[N:7]=1)[CH3:15] |f:1.2|. Procedure: A solution of 4.5 g (0.02 mole) of 2-chloro-4-isopropylamino-thieno[3,4-d]pyrimidine and 0.02 mole sodium ethylate in 200 ml absolute ethyl alcohol is heated in an autoclave at 120°C. for 6 hours. It is then evaporated to dryness. The residue is taken up in a mixture of ether and water; the ether phase is washed with water till neutral pH, dried over Na2SO4, filtered and the solvent is driven off in vacuo. The remaining solid (4.4 g) is recrystallized from a mixture of ethyl acetate-hexane conta... Starting materials: N1=CC=CC=C1 (pyridine), ClC(Cl)(OC(OC(Cl)(Cl)Cl)=O)Cl (triphosgene), C1(=CC=CC=C1)C (toluene), C12(CC3CC(CC(C1)C3)C2)O (1-Adamantanol). Conditions: temperature 0 celsius, time 1 hour. Yields the product C(OCCCCCCCCCC)(=O)Cl (dec-1-yl chlorocarbonate). Yield: 88.0%. RXN SMILES: [Cl:1][C:2](Cl)([O:4]C(=O)OC(Cl)(Cl)Cl)Cl.N1C=CC=CC=1.[C:19]12([OH:29])CC3CC(C[CH:21](C3)[CH2:20]1)C2.[C:30]1([CH3:36])[CH:35]=[CH:34][CH:33]=[CH:32][CH:31]=1>>[C:2]([Cl:1])(=[O:4])[O:29][CH2:19][CH2:20][CH2:21][CH2:31][CH2:32][CH2:33][CH2:34][CH2:35][CH2:30][CH3:36]. Procedure: In a four necked round bottom flask, triphosgene (9.75 g, 32.8 mmol) was dissolved in toluene (140 mL) under argon atmosphere. After cooling to 0° C., pyridine (8.5 mL, 105 mmol) was added dropwise during 1 h and the resulting suspension stirred for further 1 h at 0° C. 1-Adamantanol (10.0 g, 65.7 mmol) was added portion-wise. After stirring at rt for 24 h, the solid was filtered-off and the solvent removed under vacuum to yield the title compound (12.3 g, 88%) as yellowish oil, which was used i... Reactants: [O-]CC.[Na+] (sodium ethoxide), Cl.C(=N)N (formamidine hydrochloric acid salt), C(C)(C)(C)OC(=O)N1CC(C(CC1)C(C(F)(F)F)=O)=O (tert-butyl-3-oxo-4-(trifluoroacetyl)-piperidine-1-carboxylate). The solvent is C(C)O (ethanol), C(C)O (ethanol). Conditions: time 10 minute. Yields the product C(C)(C)(C)OC(=O)N1CC=2N=CN=C(C2CC1)C(F)(F)F (4-trifluoromethyl-5,8-dihydro-6H-pyrido[3,4-d]pyrimidin-7-carboxylic acid t-butylester). Yield: 12.6%. RXN SMILES: [O-]CC.[Na+].Cl.[CH:6]([NH2:8])=[NH:7].[C:9]([O:13][C:14]([N:16]1[CH2:21][CH2:20][CH:19]([C:22](=O)[C:23]([F:26])([F:25])[F:24])[C:18](=O)[CH2:17]1)=[O:15])([CH3:12])([CH3:11])[CH3:10]>C(O)C>[C:9]([O:13][C:14]([N:16]1[CH2:21][CH2:20][C:19]2[C:22]([C:23]([F:26])([F:24])[F:25])=[N:8][CH:6]=[N:7][C:18]=2[CH2:17]1)=[O:15])([CH3:12])([CH3:10])[CH3:11] |f:0.1,2.3|. Reported procedure: 0.52 mL of sodium ethoxide (21% wt. ethanol solution) was added at room temperature to a solution in which 95 mg (1.18 mmol) of formamidine hydrochloric acid salt was dissolved in 2 mL of anhydrous ethanol at room temperature. After stirring at room temperature for 10 minutes, to the resulting solution, was added a solution in which 232 mg (0.786 mmol) of tert-butyl-3-oxo-4-(trifluoroacetyl)-piperidine-1-carboxylate (product of PREPARATION 47) was diluted with 2 mL of anhydrous ethanol. Thereaft... Starting materials: C1(=CC=CC=C1)C(N1C=NC(=C1)CCCO)(C1=CC=CC=C1)C1=CC=CC=C1 (3-(1-triphenylmethyl-1H-imidazol-4-yl)propanol), OC1=CC=C(C=C1)CC(C)=O (4-hydroxyphenylpropanone). The product is N1C=NC(=C1)CCCOC1=CC=C(C=C1)CC(C)=O ((4-(3-(1H-Imidazol-4-yl)propyloxy)phenyl)propanone). RXN SMILES: C1(C(C2C=CC=CC=2)(C2C=CC=CC=2)[N:8]2[CH:12]=[C:11]([CH2:13][CH2:14][CH2:15]O)[N:10]=[CH:9]2)C=CC=CC=1.[OH:29][C:30]1[CH:35]=[CH:34][C:33]([CH2:36][C:37](=[O:39])[CH3:38])=[CH:32][CH:31]=1>>[NH:8]1[CH:12]=[C:11]([CH2:13][CH2:14][CH2:15][O:29][C:30]2[CH:31]=[CH:32][C:33]([CH2:36][C:37](=[O:39])[CH3:38])=[CH:34][CH:35]=2)[N:10]=[CH:9]1. Procedure details: 5 mmol of 3-(1-triphenylmethyl-1H-imidazol-4-yl)propanol and 6 mmol of 4-hydroxyphenylpropanone are treated as described in Example 76.